Dataset: the Open Reaction Database (ORD), a public repository of structured organic reaction records. Task: describe an organic reaction: reactants, conditions, products, and yield Product: C1(=CC=CC=C1)C1(C=CC(C1)N=[N+]=[N-])C1=CC=CC=C1 (4,4-diphenyl-2-cyclopentenyl azide). RXN SMILES: C(O[CH:5]1[C:9]([C:16]2[CH:21]=[CH:20][CH:19]=[CH:18][CH:17]=2)([C:10]2[CH:15]=[CH:14][CH:13]=[CH:12][CH:11]=2)[CH2:8][CH:7]=[CH:6]1)(=O)C.[N-:22]=[N+:23]=[N-:24].[Na+].O1CCCC1.O>C1C=CC(P(C2C=CC=CC=2)C2C=CC=CC=2)=CC=1.C1C=CC(P(C2C=CC=CC=2)C2C=CC=CC=2)=CC=1.C1C=CC(P(C2C=CC=CC=2)C2C=CC=CC=2)=CC=1.C1C=CC(P(C2C=CC=CC=2)C2C=CC=CC=2)=CC=1.[Pd].C(OCC)(=O)C>[C:10]1([C:9]2([C:16]3[CH:21]=[CH:20][CH:19]=[CH:18][CH:17]=3)[CH2:8][CH:7]([N:22]=[N+:23]=[N-:24])[CH:6]=[CH:5]2)[CH:15]=[CH:14][CH:13]=[CH:12][CH:11]=1 |f:1.2,5.6.7.8.9|. Solvent: C(C)(=O)OCC (ethyl acetate). Reactants: C(C)(=O)OC1C=CCC1(C1=CC=CC=C1)C1=CC=CC=C1 (5,5-diphenyl-2-cyclopentenyl acetate), [N-]=[N+]=[N-].[Na+] (sodium azide), O1CCCC1 (tetrahydrofuran), O (water). Reaction conditions: time 14.5 hour. Reported procedure: To a mixture of 5,5-diphenyl-2-cyclopentenyl acetate (0.30 g) and sodium azide (84 mg) in a solution of tetrahydrofuran (3 ml) and water (1.5 ml) was added tetrakis(triphenylphosphine)palladium(O) (62 mg) at room temperature under an argon atmosphere. After being stirred for 14.5 hours, ethyl acetate was added. The organic layer was separated, washed with brine, dried over magnesium sulfate and evaporated in vacuo. The residue was purified by column chromatography on silica gel with a mixture of... The yield is 56.8%. Reagents/catalysts: C1=CC=C(C=C1)P(C2=CC=CC=C2)C3=CC=CC=C3.C1=CC=C(C=C1)P(C2=CC=CC=C2)C3=CC=CC=C3.C1=CC=C(C=C1)P(C2=CC=CC=C2)C3=CC=CC=C3.C1=CC=C(C=C1)P(C2=CC=CC=C2)C3=CC=CC=C3.[Pd] (tetrakis(triphenylphosphine)palladium(O)). Starting materials: CC1=CC=CC(=N1)N1C[C@@H]2CCNC[C@H]12 ((1R,6S)-8-(6-Methylpyridin-2-yl)-3,8-diazabicyclo[4.2.0]octane), ClC1=NC(=CC=C1)C (2-chloro-6-methylpyridine). Yields the product CC=1C=CC(=NC1)N1C[C@@H]2CCNC[C@H]12 ((1R,6S)-8-(5-Methylpyridin-2-yl)-3,8-diazabicyclo[4.2.0]octane). As a reaction SMILES: C[C:2]1[N:7]=[C:6]([N:8]2[C@@H:15]3[C@@H:10]([CH2:11][CH2:12][NH:13][CH2:14]3)[CH2:9]2)[CH:5]=[CH:4][CH:3]=1.Cl[C:17]1C=CC=C(C)N=1>>[CH3:17][C:3]1[CH:4]=[CH:5][C:6]([N:8]2[C@@H:15]3[C@@H:10]([CH2:11][CH2:12][NH:13][CH2:14]3)[CH2:9]2)=[N:7][CH:2]=1. Procedure: The title compound was prepared in a manner analogous to Intermediate 40, substituting 2-chloro-5-methylpyridine for 2-chloro-6-methylpyridine in step A. MS (ESI) mass calcd. for C12H17N3, 203.2; m/z found, 204.1 [M+H]+.